This data is from the Open Reaction Database (ORD), a public repository of structured organic reaction records. The task is: describe an organic reaction: reactants, conditions, products, and yield The reactants are BrCCCCOC=1C=C2C=CC(NC2=CC1)=O (6-(4-bromobutoxy)-carbostyril), OC1=C(C=C(C=C1C(C)(C)C)S)C(C)(C)C (4-hydroxy-3,5-di-tert. butyl-thiophenol). The product is OC1=C(C=C(C=C1C(C)(C)C)SCCCCOC=1C=C2C=CC(NC2=CC1)=O)C(C)(C)C (6-[4-(4-Hydroxy-3,5-di-tert. butylphenyl-mercapto)-butoxy]-carbostyril). RXN SMILES: Br[CH2:2][CH2:3][CH2:4][CH2:5][O:6][C:7]1[CH:8]=[C:9]2[C:14](=[CH:15][CH:16]=1)[NH:13][C:12](=[O:17])[CH:11]=[CH:10]2.[OH:18][C:19]1[C:24]([C:25]([CH3:28])([CH3:27])[CH3:26])=[CH:23][C:22]([SH:29])=[CH:21][C:20]=1[C:30]([CH3:33])([CH3:32])[CH3:31]>>[OH:18][C:19]1[C:20]([C:30]([CH3:31])([CH3:32])[CH3:33])=[CH:21][C:22]([S:29][CH2:2][CH2:3][CH2:4][CH2:5][O:6][C:7]2[CH:8]=[C:9]3[C:14](=[CH:15][CH:16]=2)[NH:13][C:12](=[O:17])[CH:11]=[CH:10]3)=[CH:23][C:24]=1[C:25]([CH3:28])([CH3:27])[CH3:26]. Procedure: Prepared analogous to Example 122 from 6-(4-bromobutoxy)-carbostyril (m.p. 198°-199° C.) and 4-hydroxy-3,5-di-tert. butyl-thiophenol (m.p. 84.5°-86.0° C.). Starting materials: IC (iodomethane), [O-]CC.[Na+] (Sodium ethoxide), C(C)(=O)NC(N(C=1SC(=CC1C(=O)OCC)CC1=CC=CC2=CC=CC=C12)CC(C)C)=O (N′-acetyl-N-(2-methylpropyl)-N-[3-ethoxycarbonyl-5-(1-naphthalenylmethyl)-2-thienyl]urea), IC (iodomethane). The solvent is C(C)O (ethanol). Reaction conditions: time 6 hour. The product is CN1C(N(C2=C(C1=O)C=C(S2)CC2=CC=CC1=CC=CC=C21)CC(C)C)=O (3-Methyl-1-(2-methylpropyl)-6-(1-naphthalenylmethyl)thieno[2,3-d]pyrimidine-2,4(1H,3H)-dione). RXN SMILES: [O-]CC.[Na+].[C:5]([NH:8][C:9](=[O:36])[N:10]([CH2:32][CH:33]([CH3:35])[CH3:34])[C:11]1[S:12][C:13]([CH2:21][C:22]2[C:31]3[C:26](=[CH:27][CH:28]=[CH:29][CH:30]=3)[CH:25]=[CH:24][CH:23]=2)=[CH:14][C:15]=1[C:16]([O:18]CC)=O)(=O)C.IC>C(O)C>[CH3:5][N:8]1[C:16](=[O:18])[C:15]2[CH:14]=[C:13]([CH2:21][C:22]3[C:31]4[C:26](=[CH:27][CH:28]=[CH:29][CH:30]=4)[CH:25]=[CH:24][CH:23]=3)[S:12][C:11]=2[N:10]([CH2:32][CH:33]([CH3:34])[CH3:35])[C:9]1=[O:36] |f:0.1|. Procedure details: Sodium ethoxide (0.18 g) was added to a stirred solution of N′-acetyl-N-(2-methylpropyl)-N-[3-ethoxycarbonyl-5-(1-naphthalenylmethyl)-2-thienyl]urea (Example 3, step c), 0.30 g) in ethanol (6 ml). After 6 hours, iodomethane (0.165 ml) was added. After a further 16 hours iodomethane (0.165 ml) was added, After a further 24 hours, the reaction mixture was poured onto hydrochloric acid (2M, 30 ml) and extracted with ethyl acetate (2×30 ml). The organic extracts were dried over anhydrous magnesium s... Reactants: product, Pt(C), CC1=CC=CC=C1P(C2=CC=CC=C2C)C3=CC=CC=C3C (tri-o-tolyphosphine), IC1=C(CO)C=CC=C1 (2-iodobenzyl alcohol), C1(=CC=CC=C1)C (toluene), C1=CCCC1 (cyclopentene), C1(=C(C=CC=C1)P(C1=C(C=CC=C1)C)C1=C(C=CC=C1)C)C (tri-ortho-tolylphosphine), mixture. The solvent is CO (MeOH), CCOC(=O)C (EtOAc), CCN(CC)CC (Et3N), CCCCCC (hexane), C(Cl)Cl (CH2Cl2). Reaction conditions: temperature 100 celsius. Product: C1(CCCC1)C1=C(CO)C=CC=C1 (2-cyclopentylbenzyl alcohol). Isolated yield 74.0%. As a reaction SMILES: I[C:2]1[CH:9]=[CH:8][CH:7]=[CH:6][C:3]=1[CH2:4][OH:5].[C:10]1([CH3:16])[CH:15]=[CH:14][CH:13]=CC=1.C1CCCC=1.C1(C)C=CC=CC=1P(C1C=CC=CC=1C)C1C=CC=CC=1C>C(Cl)Cl.CO.CCOC(C)=O.CCCCCC.CCN(CC)CC>[CH:13]1([C:2]2[CH:9]=[CH:8][CH:7]=[CH:6][C:3]=2[CH2:4][OH:5])[CH2:14][CH2:15][CH2:10][CH2:16]1. Reported procedure: A 300 mL Parr bomb was charged with 10.0 g of 2-iodobenzyl alcohol (Aldrich), 80 mL of toluene, 30 mL of cyclopentene (Aldrich), 2.60 g of tri-ortho-tolylphosphine (Aldrich), and 6.6 mL of Et3N. The mixture was deoxygenated by bubbling N2 through for 10 min and was then treated with 0.96 g of Pd(OAc)2 (Aldrich). The bomb was flushed with N2, sealed, and heated to 100° C. for 18 h. The vessel was cooled to RT, purged with N2 and opened. The dark red reaction mixture was concentrated in vacuo to g...